From a dataset of the Open Reaction Database (ORD), a public repository of structured organic reaction records. describe an organic reaction: reactants, conditions, products, and yield Reactants: C(#N)C1=CC2=C(SC(=C2)CC(C(=O)OCC)C2=CC=C(C=C2)OC2CNC(NC2)=NC(=O)OCC2=CC=C(C=C2)[N+](=O)[O-])C=C1 (ethyl 3-(5-cyanobenzo[b]thien-2-yl)-2-[4-[[2-(p-nitrobenzyloxycarbonylimino)hexahydropyrimidin-5-yl]oxy]phenyl]propionate), [Cl-].[NH4+] (ammonium chloride). The reagents and catalysts are [C].[Pd] (palladium carbon). Solvent: C(C)O (ethanol). Run at time 2 hour. Product: Cl.C(#N)C1=CC2=C(SC(=C2)CC(C(=O)OCC)C2=CC=C(C=C2)OC2CNC(NC2)=N)C=C1 (ethyl 3-(5-cyanobenzo[b]thien-2-yl)-2-[4-[[2-(imino)hexahydropyrimidin-5-yl]oxy]phenyl]propionate hydrochloride). The yield is 86.3%. Reaction SMILES: [C:1]([C:3]1[CH:45]=[CH:44][C:6]2[S:7][C:8]([CH2:10][CH:11]([C:17]3[CH:22]=[CH:21][C:20]([O:23][CH:24]4[CH2:29][NH:28][C:27](=[N:30]C(OCC5C=CC([N+]([O-])=O)=CC=5)=O)[NH:26][CH2:25]4)=[CH:19][CH:18]=3)[C:12]([O:14][CH2:15][CH3:16])=[O:13])=[CH:9][C:5]=2[CH:4]=1)#[N:2].[Cl-:46].[NH4+]>C(O)C.[C].[Pd]>[ClH:46].[C:1]([C:3]1[CH:45]=[CH:44][C:6]2[S:7][C:8]([CH2:10][CH:11]([C:17]3[CH:18]=[CH:19][C:20]([O:23][CH:24]4[CH2:25][NH:26][C:27](=[NH:30])[NH:28][CH2:29]4)=[CH:21][CH:22]=3)[C:12]([O:14][CH2:15][CH3:16])=[O:13])=[CH:9][C:5]=2[CH:4]=1)#[N:2] |f:1.2,4.5,6.7|. Procedure details: In 100 ml portion of ethanol was dissolved 1.5 g of ethyl 3-(5-cyanobenzo[b]thien-2-yl)-2-[4-[[2-(p-nitrobenzyloxycarbonylimino)hexahydropyrimidin-5-yl]oxy]phenyl]propionate obtained in the above step c). To the thus prepared solution were added 0.5 g of ammonium chloride and 0.5 g of 10% palladium carbon catalyst (50% wet type). The resulting mixture was subjected to 2 hours of catalytic hydrogenation under normal pressure. After removing the catalyst by filtration and distilling off the solven... Yields the product CC(C)C(OC(=O)NC1(C(=O)O)CC1)OC(=O)c1ccccc1. Reaction SMILES: [C:33](#[N:34])[CH3:35].[C:8]([c:9]1[cH:10][cH:11][cH:12][cH:13][cH:14]1)(=[O:15])[O:16][CH:17]([CH:18]([CH3:19])[CH3:20])[O:21][C:22](=[O:23])[O:24][N:25]1[C:26](=[O:27])[CH2:28][CH2:29][C:30]1=[O:31].[NH2:1][C:2]1([C:5]([OH:6])=[O:7])[CH2:3][CH2:4]1.[OH2:32]>>[NH:1]([C:2]1([C:5]([OH:6])=[O:7])[CH2:3][CH2:4]1)[C:22]([O:21][CH:17]([O:16][C:8]([c:9]1[cH:10][cH:11][cH:12][cH:13][cH:14]1)=[O:15])[CH:18]([CH3:19])[CH3:20])=[O:23]. The reactants are CC#N, CC(C)C(OC(=O)ON1C(=O)CCC1=O)OC(=O)c1ccccc1, NC1(C(=O)O)CC1, O. Product: C(C)SC1=C(C=CC=C1)O (ortho-(ethylthio)phenol). Reaction conditions: temperature 195 celsius. As a reaction SMILES: [C:1]1([OH:7])[CH:6]=[CH:5][CH:4]=[CH:3][CH:2]=1.[CH2:8]([S:10]SCC)[CH3:9]>[O-]C1C=CC=CC=1.[Zr+4].[O-]C1C=CC=CC=1.[O-]C1C=CC=CC=1.[O-]C1C=CC=CC=1>[CH2:8]([S:10][C:2]1[CH:3]=[CH:4][CH:5]=[CH:6][C:1]=1[OH:7])[CH3:9] |f:2.3.4.5.6|. Starting materials: C1(=CC=CC=C1)O (phenol), C(C)SSCC (ethyl disulfide). Reagents/catalysts: [O-]C1=CC=CC=C1.[Zr+4].[O-]C1=CC=CC=C1.[O-]C1=CC=CC=C1.[O-]C1=CC=CC=C1 (Zirconium phenoxide). Yield: 37.7%. Procedure: Zirconium phenoxide (4.0 g, 0.0086 moles) was added to phenol (8.9 g, 0.095 moles) and ethyl disulfide (10.5 g, 0.086 moles). The mixture was heated under nitrogen for 6.5 hours during which the temperature slowly increased to 195° C. Ethyl mercaptan was removed continuously by distillation. The mixture was distilled at 0.4 mm mercury to a maximum head temperature of 102° C. yielding 12.2 g of distillate. Gas chromatographic (GC) analysis indicated the distillate contained 5.0 g of ortho-(ethylt... The reactants are O=C([O-])[O-], COCCN, O=C(CCl)Nc1ccc2c(c1)OCCO2, [K+], [K+], CN(C)C=O, O. Yields the product COCCNCC(=O)Nc1ccc2c(c1)OCCO2. As a reaction SMILES: [C:16](=[O:17])([O-:18])[O-:19].[CH3:22][O:23][CH2:24][CH2:25][NH2:26].[Cl:1][CH2:2][C:3](=[O:4])[NH:5][c:6]1[cH:7][c:8]2[c:9]([cH:14][cH:15]1)[O:10][CH2:11][CH2:12][O:13]2.[K+:20].[K+:21].[O:27]=[CH:28][N:29]([CH3:30])[CH3:31].[OH2:32]>>[CH2:2]([C:3](=[O:4])[NH:5][c:6]1[cH:7][c:8]2[c:9]([cH:14][cH:15]1)[O:10][CH2:11][CH2:12][O:13]2)[NH:26][CH2:25][CH2:24][O:23][CH3:22]. Reactants: CCOC(=O)CS(=O)(=O)NC(C)(C)C, CCO, Cl, [Na+], [OH-], O. The product is CC(C)(C)NS(=O)(=O)CC(=O)O. RXN SMILES: [CH2:1]([CH3:2])[O:3][C:4]([CH2:5][S:6]([NH:7][C:8]([CH3:9])([CH3:10])[CH3:11])(=[O:12])=[O:13])=[O:14].[CH3:18][CH2:19][OH:20].[ClH:17].[Na+:16].[OH-:15].[OH2:21]>>[O:3]=[C:4]([CH2:5][S:6]([NH:7][C:8]([CH3:9])([CH3:10])[CH3:11])(=[O:12])=[O:13])[OH:14].